This data is from the Open Reaction Database (ORD), a public repository of structured organic reaction records. The task is: describe an organic reaction: reactants, conditions, products, and yield Reaction SMILES: [CH3:24][S:25]([CH3:26])=[O:27].[CH:30]1([NH2:33])[CH2:31][CH2:32]1.[F-:28].[F:1][c:2]1[c:3]([N:13]2[CH2:14][CH2:15][N:16]([C:19](=[O:20])[O:21][CH2:22][CH3:23])[CH2:17][CH2:18]2)[c:4]([CH3:12])[c:5]([F:11])[c:6]([N+:8](=[O:9])[O-:10])[cH:7]1.[K+:29].[OH2:34]>>[F:1][c:2]1[c:3]([N:13]2[CH2:14][CH2:15][N:16]([C:19](=[O:20])[O:21][CH2:22][CH3:23])[CH2:17][CH2:18]2)[c:4]([CH3:12])[c:5]([NH:33][CH:30]2[CH2:31][CH2:32]2)[c:6]([N+:8](=[O:9])[O-:10])[cH:7]1. Starting materials: CS(C)=O, NC1CC1, [F-], CCOC(=O)N1CCN(c2c(F)cc([N+](=O)[O-])c(F)c2C)CC1, [K+], O. Yields the product CCOC(=O)N1CCN(c2c(F)cc([N+](=O)[O-])c(NC3CC3)c2C)CC1. Starting materials: O=C(O)c1cccc(-c2nc(N3CCOCC3)nc3c2CCN3c2cccnc2)c1, c1ccc(N2CCNCC2)cc1. The product is O=C(c1cccc(-c2nc(N3CCOCC3)nc3c2CCN3c2cccnc2)c1)N1CCN(c2ccccc2)CC1. Reaction SMILES: [O:1]1[CH2:2][CH2:3][N:4]([c:7]2[n:8][c:9](-[c:22]3[cH:23][c:24]([C:25](=[O:26])[OH:27])[cH:28][cH:29][cH:30]3)[c:10]3[c:11]([n:12]2)[N:13]([c:16]2[cH:17][n:18][cH:19][cH:20][cH:21]2)[CH2:14][CH2:15]3)[CH2:5][CH2:6]1.[c:31]1([N:37]2[CH2:38][CH2:39][NH:40][CH2:41][CH2:42]2)[cH:32][cH:33][cH:34][cH:35][cH:36]1>>[O:1]1[CH2:2][CH2:3][N:4]([c:7]2[n:8][c:9](-[c:22]3[cH:23][c:24]([C:25](=[O:26])[N:40]4[CH2:39][CH2:38][N:37]([c:31]5[cH:32][cH:33][cH:34][cH:35][cH:36]5)[CH2:42][CH2:41]4)[cH:28][cH:29][cH:30]3)[c:10]3[c:11]([n:12]2)[N:13]([c:16]2[cH:17][n:18][cH:19][cH:20][cH:21]2)[CH2:14][CH2:15]3)[CH2:5][CH2:6]1. Yields the product O=C1NC(=O)C(c2ccsc2Cl)C(=O)N1. Starting materials: [Li]CCCC, Clc1sccc1Br, O=C1NC(=O)C(=O)C(=O)N1, C1CCOC1. As a reaction SMILES: [CH2:8]([Li:9])[CH2:10][CH2:11][CH3:12].[Cl:1][c:2]1[s:3][cH:4][cH:5][c:6]1[Br:7].[NH:13]1[C:14](=[O:15])[NH:16][C:17](=[O:18])[C:19](=[O:20])[C:21]1=[O:22].[O:23]1[CH2:24][CH2:25][CH2:26][CH2:27]1>>[Cl:1][c:2]1[s:3][cH:4][cH:5][c:6]1[CH:19]1[C:17](=[O:18])[NH:16][C:14](=[O:15])[NH:13][C:21]1=[O:22]. Reactants: Cn1c(C(F)(F)F)cc(Cl)c(-c2ccc(Cl)cc2)c1=O, O, O=[N+]([O-])O, O=S(=O)(O)O. Yields the product Cn1c(C(F)(F)F)cc(Cl)c(-c2ccc(Cl)c([N+](=O)[O-])c2)c1=O. RXN SMILES: [Cl:1][c:2]1[cH:3][cH:4][c:5](-[c:8]2[c:9](=[O:20])[n:10]([CH3:19])[c:11]([C:15]([F:16])([F:17])[F:18])[cH:12][c:13]2[Cl:14])[cH:6][cH:7]1.[OH2:25].[OH:21][N+:22]([O-:23])=[O:24].[S:26](=[O:27])(=[O:28])([OH:29])[OH:30]>>[Cl:1][c:2]1[cH:3][cH:4][c:5](-[c:8]2[c:9](=[O:20])[n:10]([CH3:19])[c:11]([C:15]([F:16])([F:17])[F:18])[cH:12][c:13]2[Cl:14])[cH:6][c:7]1[N+:22](=[O:21])[O-:23]. Reactants: O=C([O-])O, CNC1CCCCC1NC, [Cu]I, Cc1cccc(I)c1C, [K+], [K+], [K+], [Na+], O=P([O-])([O-])[O-], O=c1[nH]nc2c3ccccc3n(Cc3ccc(-n4cccn4)cc3)nc1-2. Product: Cc1cccc(-n2nc3c4ccccc4n(Cc4ccc(-n5cccn5)cc4)nc-3c2=O)c1C. Reaction SMILES: [C:54](=[O:55])([OH:56])[O-:57].[CH3:44][NH:45][CH:46]1[CH2:47][CH2:48][CH2:49][CH2:50][CH:51]1[NH:52][CH3:53].[Cu:59][I:60].[I:27][c:28]1[c:29]([CH3:35])[c:30]([CH3:34])[cH:31][cH:32][cH:33]1.[K+:41].[K+:42].[K+:43].[Na+:58].[P:36]([O-:37])([O-:38])([O-:39])=[O:40].[n:1]1(-[c:6]2[cH:7][cH:8][c:9]([CH2:10][n:11]3[n:12][c:13]4[c:23](=[O:24])[nH:22][n:21][c:14]-4[c:15]4[cH:16][cH:17][cH:18][cH:19][c:20]34)[cH:25][cH:26]2)[n:2][cH:3][cH:4][cH:5]1>>[n:1]1(-[c:6]2[cH:7][cH:8][c:9]([CH2:10][n:11]3[n:12][c:13]4[c:23](=[O:24])[n:22](-[c:28]5[c:29]([CH3:35])[c:30]([CH3:34])[cH:31][cH:32][cH:33]5)[n:21][c:14]-4[c:15]4[cH:16][cH:17][cH:18][cH:19][c:20]34)[cH:25][cH:26]2)[n:2][cH:3][cH:4][cH:5]1. The reactants are CNCC1=CC=C(O1)CSCCN (2-[[[5-(methylamino)methyl-2-furanyl]methyl]thio]ethanamine), C(#N)NC(=NC)SC (N-cyano-N'-methylcarbamimidothioic acid, methyl ester). Reported procedure: A mixture of 2-[[[5-(methylamino)methyl-2-furanyl]methyl]thio]ethanamine (2.0 g) and N-cyano-N'-methylcarbamimidothioic acid, methyl ester (1.25 g) was heated on a steam bath for 6.5 hr. Vacuum was applied at regular intervals to remove methanethiol. The crude product was purified by column chromatography Rf 0.65 (silica/methanol:ammonia 79:1) to give N-cyano-N'-[2-[[[5-(methylamino)methyl-2-furanyl]methyl]thio]ethyl]-N"-methylguanidine (1.05 g) m.p. 81°-85°. Product: C(#N)NC(=NC)NCCSCC=1OC(=CC1)CNC (N-cyano-N'-[2-[[[5-(methylamino)methyl-2-furanyl]methyl]thio]ethyl]-N"-methylguanidine). Isolated yield 38.6%. Reaction SMILES: [CH3:1][NH:2][CH2:3][C:4]1[O:8][C:7]([CH2:9][S:10][CH2:11][CH2:12][NH2:13])=[CH:6][CH:5]=1.[C:14]([NH:16][C:17](SC)=[N:18][CH3:19])#[N:15]>>[C:14]([NH:16][C:17]([NH:13][CH2:12][CH2:11][S:10][CH2:9][C:7]1[O:8][C:4]([CH2:3][NH:2][CH3:1])=[CH:5][CH:6]=1)=[N:18][CH3:19])#[N:15]. Product: CCCCCCCCCCCCCC(CC(N)=O)N=[N+]=[N-]. Starting materials: CCCCCCCCCCCCCC(CC(N)=O)OS(C)(=O)=O, CN(C)C=O, [N-]=[N+]=[N-], [Na+]. As a reaction SMILES: [CH3:1][S:2]([O:3][CH:6]([CH2:7][C:8](=[O:9])[NH2:10])[CH2:11][CH2:12][CH2:13][CH2:14][CH2:15][CH2:16][CH2:17][CH2:18][CH2:19][CH2:20][CH2:21][CH2:22][CH3:23])(=[O:4])=[O:5].[CH3:28][N:29]([CH3:30])[CH:31]=[O:32].[N-:25]=[N+:26]=[N-:27].[Na+:24]>>[CH:6]([CH2:7][C:8](=[O:9])[NH2:10])([CH2:11][CH2:12][CH2:13][CH2:14][CH2:15][CH2:16][CH2:17][CH2:18][CH2:19][CH2:20][CH2:21][CH2:22][CH3:23])[N:25]=[N+:26]=[N-:27]. The reactants are Cl (HCl), COC(C(COCCOC)(C)C)=O (3-(2-methoxy-ethoxy)-2,2-dimethyl-propionic acid methyl ester), C(C)#N (acetonitrile), [H-].[Na+] (sodium hydride), oil. The solvent is C1(=CC=CC=C1)C (toluene), C1(=CC=CC=C1)C (toluene). Yields the product COCCOCC(C(CC#N)=O)(C)C (5-(2-Methoxy-ethoxy)-4,4-dimethyl-3-oxo-pentanenitrile). Isolated yield 94.2%. Reaction SMILES: CO[C:3](=[O:13])[C:4]([CH3:12])([CH3:11])[CH2:5][O:6][CH2:7][CH2:8][O:9][CH3:10].[C:14](#[N:16])[CH3:15].[H-].[Na+].Cl>C1(C)C=CC=CC=1>[CH3:10][O:9][CH2:8][CH2:7][O:6][CH2:5][C:4]([CH3:11])([CH3:12])[C:3](=[O:13])[CH2:15][C:14]#[N:16] |f:2.3|. Procedure details: A solution of 3-(2-methoxy-ethoxy)-2,2-dimethyl-propionic acid methyl ester (3.08 g, 16.21 mmol) and acetonitrile (1.19 mL, 22.69 mmol) in toluene (6 mL) is added dropwise to the refluxing suspension of 60% sodium hydride in mineral oil (907.6 mg, 22.69 mmol) in toluene (18 mL). After the addition, the reaction mixture is stirred at reflux for 3 h. After this time, the reaction mixture is cooled to room temperature and the aqueous layer is neutralized to pH˜7 by adding 1M aqueous HCl solution. T... The reactants are CC(C)OC(C)C, Cl, N#Cc1ccc(OCc2ccsc2)cc1F, [H-], [Na+], [Na+], C1CCOC1, Cc1ccccc1C(O)CCC(=O)[O-]. As a reaction SMILES: [CH:40]([O:41][CH:42]([CH3:43])[CH3:44])([CH3:45])[CH3:46].[ClH:39].[F:18][c:19]1[c:20]([C:21]#[N:22])[cH:23][cH:24][c:25]([O:27][CH2:28][c:29]2[cH:30][s:31][cH:32][cH:33]2)[cH:26]1.[H-:16].[Na+:15].[Na+:17].[O:34]1[CH2:35][CH2:36][CH2:37][CH2:38]1.[OH:1][CH:2]([CH2:3][CH2:4][C:5](=[O:6])[O-:7])[c:8]1[c:9]([CH3:14])[cH:10][cH:11][cH:12][cH:13]1>>[O:1]([CH:2]([CH2:3][CH2:4][C:5](=[O:6])[OH:7])[c:8]1[c:9]([CH3:14])[cH:10][cH:11][cH:12][cH:13]1)[c:19]1[c:20]([C:21]#[N:22])[cH:23][cH:24][c:25]([O:27][CH2:28][c:29]2[cH:30][s:31][cH:32][cH:33]2)[cH:26]1. Yields the product Cc1ccccc1C(CCC(=O)O)Oc1cc(OCc2ccsc2)ccc1C#N. Reactants: CS(N)(=O)=O, Cl, O=[N+]([O-])c1ccc(F)cc1F, [H-], [Na+], CN(C)C=O. Yields the product CS(=O)(=O)Nc1cc(F)ccc1[N+](=O)[O-]. RXN SMILES: [CH3:1][S:2](=[O:3])(=[O:4])[NH2:5].[ClH:19].[F:8][c:9]1[c:10]([N+:16](=[O:17])[O-:18])[cH:11][cH:12][c:13]([F:15])[cH:14]1.[H-:7].[Na+:6].[O:20]=[CH:21][N:22]([CH3:23])[CH3:24]>>[CH3:1][S:2](=[O:3])(=[O:4])[NH:5][c:9]1[c:10]([N+:16](=[O:17])[O-:18])[cH:11][cH:12][c:13]([F:15])[cH:14]1.